describe an organic reaction: reactants, conditions, products, and yield From a dataset of the Open Reaction Database (ORD), a public repository of structured organic reaction records. Reactants: C(C=O)(=O)OCC (ethyl glyoxylate), C1(=CC=CC=C1)C (toluene), C(CCC)[Li] (Butyl lithium), O1CCCC2=C1C=CC(=C2)C=2N=C(SC2)C2=CC=CC=C2 (4-(3,4-dihydro-2H-1-benzopyran-6-yl)-2-phenyl-1,3-thiazole). Solvent: O1CCCC1 (tetrahydrofuran), O (water). Conditions: time 20 minute. Yields the product O1CCCC2=C1C=CC(=C2)C=2N=C(SC2C(C(=O)OCC)O)C2=CC=CC=C2 (ethyl 2-[4-(3,4-dihydro-2H-1-benzopyran-6-yl)-2-phenyl-1,3-thiazol-5-yl]-2-hydroxyacetate). Isolated yield 29.0%. As a reaction SMILES: C([Li])CCC.[O:6]1[C:11]2[CH:12]=[CH:13][C:14]([C:16]3[N:17]=[C:18]([C:21]4[CH:26]=[CH:25][CH:24]=[CH:23][CH:22]=4)[S:19][CH:20]=3)=[CH:15][C:10]=2[CH2:9][CH2:8][CH2:7]1.[C:27]([O:31][CH2:32][CH3:33])(=[O:30])[CH:28]=[O:29].C1(C)C=CC=CC=1>O1CCCC1.O>[O:6]1[C:11]2[CH:12]=[CH:13][C:14]([C:16]3[N:17]=[C:18]([C:21]4[CH:26]=[CH:25][CH:24]=[CH:23][CH:22]=4)[S:19][C:20]=3[CH:28]([OH:29])[C:27]([O:31][CH2:32][CH3:33])=[O:30])=[CH:15][C:10]=2[CH2:9][CH2:8][CH2:7]1. Procedure: Butyl lithium (1.6M, 930 μL, 1.5 mmol) was added at −78° C. to a solution of 4-(3,4-dihydro-2H-1-benzopyran-6-yl)-2-phenyl-1,3-thiazole (9c) (330 mg, 1.12 mmol) in anhydrous tetrahydrofuran (10 mL). After 20 minutes, ethyl glyoxylate 50% in toluene (400 μL, 2 mmol) was added at −78° C. and the mixture was stirred for 2 hours, hydrolyzed with water and concentrated in vacuo. The residue was diluted with ethyl acetate (20 mL) and the organic layer was washed with water (10 mL), brine (10 mL), drie... Reactants: C1(=CC=CC=C1)OC(NC=1C(=NC(=C(C1)C)C)OC)=O (Phenyl-N-(5,6-dimethyl-2-methoxypyridin-3-yl)carbamate), C1(=CC(=CC(=C1)C)C)N1CCNCC1 (1-(3,5-xylyl)piperazine). The product is CC=1C=C(C(=NC1C)OC)NC(=O)N1CCN(CC1)C1=CC(=CC(=C1)C)C (1-[(5,6-dimethyl-2-methoxypyridin-3-yl)aminocarbonyl]-4-(3,5-xylyl)piperazine). Yield: 68.0%. As a reaction SMILES: C1(O[C:8](=[O:20])[NH:9][C:10]2[C:11]([O:18][CH3:19])=[N:12][C:13]([CH3:17])=[C:14]([CH3:16])[CH:15]=2)C=CC=CC=1.[C:21]1([N:29]2[CH2:34][CH2:33][NH:32][CH2:31][CH2:30]2)[CH:26]=[C:25]([CH3:27])[CH:24]=[C:23]([CH3:28])[CH:22]=1>>[CH3:16][C:14]1[CH:15]=[C:10]([NH:9][C:8]([N:32]2[CH2:33][CH2:34][N:29]([C:21]3[CH:26]=[C:25]([CH3:27])[CH:24]=[C:23]([CH3:28])[CH:22]=3)[CH2:30][CH2:31]2)=[O:20])[C:11]([O:18][CH3:19])=[N:12][C:13]=1[CH3:17]. Reported procedure: Phenyl-N-(5,6-dimethyl-2-methoxypyridin-3-yl)carbamate and 1-(3,5-xylyl)piperazine were reacted by the same way with the example 1 to obtain the titled compound. Yields the product C(C)(=O)NC1=C(C(=O)NCCN2CCC(CC2)(O)C2=CC=C(C=C2)Cl)C=CC(=C1)F (2-(acetylamino)-N-{2-[4-(4-chlorophenyl)-4-hydroxy-1-piperidinyl]ethyl}-4-fluorobenzamide). Run in O (water). Reaction conditions: temperature 80 celsius. As a reaction SMILES: [NH2:1][C:2]1[CH:26]=[C:25]([F:27])[CH:24]=[CH:23][C:3]=1[C:4]([NH:6][CH2:7][CH2:8][N:9]1[CH2:14][CH2:13][C:12]([C:16]2[CH:21]=[CH:20][C:19]([Cl:22])=[CH:18][CH:17]=2)([OH:15])[CH2:11][CH2:10]1)=[O:5].[C:28](OC(=O)C)(=[O:30])[CH3:29].[OH-].[NH4+]>O>[C:28]([NH:1][C:2]1[CH:26]=[C:25]([F:27])[CH:24]=[CH:23][C:3]=1[C:4]([NH:6][CH2:7][CH2:8][N:9]1[CH2:14][CH2:13][C:12]([C:16]2[CH:21]=[CH:20][C:19]([Cl:22])=[CH:18][CH:17]=2)([OH:15])[CH2:11][CH2:10]1)=[O:5])(=[O:30])[CH3:29] |f:2.3|. Procedure: A mixture of 5.8 parts of 2-amino-N-{2-[4-(4-chlorophenyl)-4-hydroxy-1-piperidinyl]ethyl}-4-fluorobenzamide, 5.5 parts of acetic acid anhydride and 55 parts of water is stirred and heated for 30 minutes in a water-bath at about 80° C. The reaction mixture is cooled and alkalized with ammonium hydroxide. The product is extracted with trichloromethane. The aqueous phase is separated and extracted with trichloromethane. The combined organic phases are washed three times with water, dired, filtered ... The reactants are NC1=C(C(=O)NCCN2CCC(CC2)(O)C2=CC=C(C=C2)Cl)C=CC(=C1)F (2-amino-N-{2-[4-(4-chlorophenyl)-4-hydroxy-1-piperidinyl]ethyl}-4-fluorobenzamide), C(C)(=O)OC(C)=O (acetic acid anhydride), [OH-].[NH4+] (ammonium hydroxide). Starting materials: CC(C)(C)OC(=O)NC(C=O)Cc1ccccc1, [Li]CCCC, CCCCCC, [Cl-], [NH4+], C1CCOC1, c1ccc2scnc2c1. Product: CC(C)(C)OC(=O)NC(Cc1ccccc1)C(O)c1nc2ccccc2s1. Reaction SMILES: [C:21]([CH3:22])([CH3:23])([CH3:24])[O:25][C:26](=[O:27])[NH:28][CH:29]([CH:30]=[O:31])[CH2:32][c:33]1[cH:34][cH:35][cH:36][cH:37][cH:38]1.[CH2:16]([Li:17])[CH2:18][CH2:19][CH3:20].[CH3:10][CH2:11][CH2:12][CH2:13][CH2:14][CH3:15].[Cl-:39].[NH4+:40].[O:41]1[CH2:42][CH2:43][CH2:44][CH2:45]1.[cH:1]1[cH:2][cH:3][c:4]2[s:5][cH:6][n:7][c:8]2[cH:9]1>>[cH:1]1[cH:2][cH:3][c:4]2[s:5][c:6]([CH:30]([CH:29]([NH:28][C:26]([O:25][C:21]([CH3:22])([CH3:23])[CH3:24])=[O:27])[CH2:32][c:33]3[cH:34][cH:35][cH:36][cH:37][cH:38]3)[OH:31])[n:7][c:8]2[cH:9]1. Starting materials: CCO, CC=CC(=O)C1C(C)C=CCC1(C)C, N. The product is CC(N)CC(=O)C1C(C)C=CCC1(C)C. RXN SMILES: [CH3:16][CH2:17][OH:18].[CH3:1][CH:2]1[CH:3]([C:10]([CH:11]=[CH:12][CH3:13])=[O:14])[C:4]([CH3:8])([CH3:9])[CH2:5][CH:6]=[CH:7]1.[NH3:15]>>[CH3:1][CH:2]1[CH:3]([C:10]([CH2:11][CH:12]([CH3:13])[NH2:15])=[O:14])[C:4]([CH3:8])([CH3:9])[CH2:5][CH:6]=[CH:7]1. Reactants: CCO, Cl, Cl, [Na+], CCOC(=O)CCCCn1c(=O)c2sccc2n(CCCCN2CCC(OC(c3ccccc3)c3ccccc3)CC2)c1=O, C1CCOC1, [OH-]. Product: Cl, O=C(O)CCCCn1c(=O)c2sccc2n(CCCCN2CCC(OC(c3ccccc3)c3ccccc3)CC2)c1=O. Reaction SMILES: [CH3:54][CH2:55][OH:56].[ClH:1].[ClH:53].[Na+:47].[O:2]=[c:3]1[n:4]([CH2:37][CH2:38][CH2:39][CH2:40][C:41](=[O:42])[O:43][CH2:44][CH3:45])[c:5](=[O:36])[c:6]2[c:7]([n:8]1[CH2:9][CH2:10][CH2:11][CH2:12][N:13]1[CH2:14][CH2:15][CH:16]([O:19][CH:20]([c:21]3[cH:22][cH:23][cH:24][cH:25][cH:26]3)[c:27]3[cH:28][cH:29][cH:30][cH:31][cH:32]3)[CH2:17][CH2:18]1)[cH:33][cH:34][s:35]2.[O:48]1[CH2:49][CH2:50][CH2:51][CH2:52]1.[OH-:46]>>[ClH:1].[O:2]=[c:3]1[n:4]([CH2:37][CH2:38][CH2:39][CH2:40][C:41](=[O:42])[OH:43])[c:5](=[O:36])[c:6]2[c:7]([n:8]1[CH2:9][CH2:10][CH2:11][CH2:12][N:13]1[CH2:14][CH2:15][CH:16]([O:19][CH:20]([c:21]3[cH:22][cH:23][cH:24][cH:25][cH:26]3)[c:27]3[cH:28][cH:29][cH:30][cH:31][cH:32]3)[CH2:17][CH2:18]1)[cH:33][cH:34][s:35]2. As a reaction SMILES: [CH3:1][C:2]1[N:7]=[C:6](/[CH:8]=[CH:9]/[CH:10]=O)[CH:5]=[CH:4][CH:3]=1.[CH3:12][N:13]1[C:17](=[O:18])[CH:16]=[CH:15][C:14]1=[O:19].[OH:20][C@@H:21]1[CH2:25][NH:24][C@H:23](C(O)=O)[CH2:22]1>>[OH:20][CH:21]1[CH2:22][CH:23]2[N:24]([CH:10](/[CH:9]=[CH:8]/[C:6]3[CH:5]=[CH:4][CH:3]=[C:2]([CH3:1])[N:7]=3)[CH:16]3[C:17](=[O:18])[N:13]([CH3:12])[C:14](=[O:19])[CH:15]32)[CH2:25]1. Procedure: The title compound is prepared analogously from 100 mg of (E)-3-(6-methylpyridin-2-yl)propenal, 75 mg of N-methylmaleimide and 100 mg of cis-4-hydroxy-L-proline. Reactants: CC1=CC=CC(=N1)/C=C/C=O ((E)-3-(6-methylpyridin-2-yl)propenal), CN1C(C=CC1=O)=O (N-methylmaleimide), O[C@H]1C[C@H](NC1)C(=O)O (cis-4-hydroxy-L-proline). The product is OC1CN2C(C3C(C2C1)C(N(C3=O)C)=O)\C=C\C3=NC(=CC=C3)C (7-Hydroxy-2-methyl-4-[(E)-2-(6-methylpyridin-2-yl)vinyl]hexahydropyrrolo[3,4-a]pyrrolizine-1,3-dione). The reactants are ClC1=CC=C(C=C1)C(C)(C)C=1C(=NC=CC1)CN(C1CCNCC1)CC1=NC=C(C=C1C)C ({3-[1-(4-Chloro-phenyl)-1-methyl-ethyl]-pyridin-2-ylmethyl}-(3,5-dimethyl-pyridin-2-ylmethyl)-piperidin-4-yl-amine), CCN(C(C)C)C(C)C (DIPEA), N1C(=NC=C1)NC(=O)N1C=NC=C1 (imidazole-1-carboxylic acid (1H-imidazol-2-yl)-amide). The solvent is CN(C)C=O (DMF). Run at temperature 70 celsius, time 1.5 hour. Yields the product N1C(=NC=C1)NC(=O)N1CCC(CC1)N(CC1=NC=C(C=C1C)C)CC1=NC=CC=C1C(C)(C)C1=CC=C(C=C1)Cl (4-{[3-[1-(4-Chloro-phenyl)-1-methyl-ethyl]-pyridin-2-ylmethyl}-(3,5-dimethyl-pyridin-2-ylmethyl)-amino]-piperidine-1-carboxylic acid (1H-imidazol-2-yl)-amide). The yield is 85.0%. As a reaction SMILES: [Cl:1][C:2]1[CH:7]=[CH:6][C:5]([C:8]([C:11]2[C:12]([CH2:17][N:18]([CH2:25][C:26]3[C:31]([CH3:32])=[CH:30][C:29]([CH3:33])=[CH:28][N:27]=3)[CH:19]3[CH2:24][CH2:23][NH:22][CH2:21][CH2:20]3)=[N:13][CH:14]=[CH:15][CH:16]=2)([CH3:10])[CH3:9])=[CH:4][CH:3]=1.CCN(C(C)C)C(C)C.[NH:43]1[CH:47]=[CH:46][N:45]=[C:44]1[NH:48][C:49](N1C=CN=C1)=[O:50]>CN(C=O)C>[NH:43]1[CH:47]=[CH:46][N:45]=[C:44]1[NH:48][C:49]([N:22]1[CH2:21][CH2:20][CH:19]([N:18]([CH2:17][C:12]2[C:11]([C:8]([C:5]3[CH:6]=[CH:7][C:2]([Cl:1])=[CH:3][CH:4]=3)([CH3:9])[CH3:10])=[CH:16][CH:15]=[CH:14][N:13]=2)[CH2:25][C:26]2[C:31]([CH3:32])=[CH:30][C:29]([CH3:33])=[CH:28][N:27]=2)[CH2:24][CH2:23]1)=[O:50]. Procedure details: To a warm (70° C.), stirred, solution of {3-[1-(4-Chloro-phenyl)-1-methyl-ethyl]-pyridin-2-ylmethyl}-(3,5-dimethyl-pyridin-2-ylmethyl)-piperidin-4-yl-amine (0.141 g, 0.30 mmol) and DIPEA (0.32 mL, 1.84 mmol) in DMF (3 mL) was added imidazole-1-carboxylic acid (1H-imidazol-2-yl)-amide (2 equivs). After 1.5 hours, the mixture was cooled to room temperature and concentrated under reduced pressure. The residue was dissolved in CH2Cl2 (30 mL) and washed with water (5×10 mL). The organic phase was dri... The reactants are CSc1cc(Br)ccc1Cl, CC(=O)[O-], CC(=O)[O-], C1CNCCN1, CC(C)(C)[O-], Cc1ccccc1, [Na+], [Pd+2], c1ccc(P(c2ccccc2)c2ccc3ccccc3c2-c2c(P(c3ccccc3)c3ccccc3)ccc3ccccc23)cc1. The product is CSc1cc(N2CCNCC2)ccc1Cl. RXN SMILES: [Br:1][c:2]1[cH:3][cH:4][c:5]([Cl:10])[c:6]([S:8][CH3:9])[cH:7]1.[C:76]([O-:77])(=[O:78])[CH3:79].[C:81]([O-:82])(=[O:83])[CH3:84].[CH2:11]1[CH2:12][NH:13][CH2:14][CH2:15][NH:16]1.[CH3:63][C:64]([CH3:65])([O-:66])[CH3:67].[CH3:69][c:70]1[cH:71][cH:72][cH:73][cH:74][cH:75]1.[Na+:68].[Pd+2:80].[cH:17]1[cH:18][cH:19][c:20]([P:21]([c:22]2[cH:23][cH:24][c:25]3[c:26]([cH:27][cH:28][cH:29][cH:30]3)[c:31]2-[c:32]2[c:33]3[c:34]([cH:35][cH:36][cH:37][cH:38]3)[cH:39][cH:40][c:41]2[P:42]([c:43]2[cH:44][cH:45][cH:46][cH:47][cH:48]2)[c:49]2[cH:50][cH:51][cH:52][cH:53][cH:54]2)[c:55]2[cH:56][cH:57][cH:58][cH:59][cH:60]2)[cH:61][cH:62]1>>[c:2]1([N:13]2[CH2:12][CH2:11][NH:16][CH2:15][CH2:14]2)[cH:3][cH:4][c:5]([Cl:10])[c:6]([S:8][CH3:9])[cH:7]1.